Dataset: the Open Reaction Database (ORD), a public repository of structured organic reaction records. Task: describe an organic reaction: reactants, conditions, products, and yield The reactants are CC(C)CCCCCCCCCCCCC(=O)NCC(=O)NC1C(C(C(OC1C(CO)O)NC2=NC=NC3=C2NC=N3)O)O (Spicamycin), Cl (HCl). Product: N1=CN=C2N=CNC2=C1N (adenine), amino sugar. RXN SMILES: CC(CCCCCCCCCCCCC(NCC(NC1C(C(O)CO)OC([NH:33][C:34]2[C:39]3[NH:40][CH:41]=[N:42][C:38]=3[N:37]=[CH:36][N:35]=2)C(O)C1O)=O)=O)C.Cl>>[N:35]1[C:34]([NH2:33])=[C:39]2[C:38]([N:42]=[CH:41][NH:40]2)=[N:37][CH:36]=1. Procedure: By hydrolyzing Spicamycin in an aqueous solution of 1N HCl at 100° C. for one hour, adenine, an unknown amino sugar, and an acidic substance can be obtained. By further hydrolyzing this acidic substance in an aqueous solution of 6N HCl at 110° C. for 48 hours, glycine and a mixture of saturated fatty acids can be obtained. The mixture of saturated fatty acids thus obtained was methylated with diazomethane and analyzed by means of gas chromatography-mass spectrometry (1.5% Silicone-OV-1/Shimalite... Starting materials: COC(=O)CCC12CC3CC(CC(C3)C1)C2, [Li]CCCC, COP(C)(=O)OC, CCCCCC, CC(=O)O, C1CCOC1, O=[PH]([O-])[O-]. Yields the product COP(=O)(CC(=O)CCC12CC3CC(CC(C3)C1)C2)OC. As a reaction SMILES: [C:17]12([CH2:27][CH2:28][C:29](=[O:30])[O:31][CH3:32])[CH2:18][CH:19]3[CH2:20][CH:21]([CH2:22][CH:23]([CH2:24]1)[CH2:25]3)[CH2:26]2.[CH2:12]([Li:13])[CH2:14][CH2:15][CH3:16].[CH3:1][P:2]([O:3][CH3:4])([O:5][CH3:6])=[O:7].[CH3:38][CH2:39][CH2:40][CH2:41][CH2:42][CH3:43].[CH3:44][C:45](=[O:46])[OH:47].[O:33]1[CH2:34][CH2:35][CH2:36][CH2:37]1.[PH:8](=[O:9])([O-:10])[O-:11]>>[CH2:1]([P:2]([O:3][CH3:4])([O:5][CH3:6])=[O:7])[C:29]([CH2:28][CH2:27][C:17]12[CH2:18][CH:19]3[CH2:20][CH:21]([CH2:22][CH:23]([CH2:24]1)[CH2:25]3)[CH2:26]2)=[O:30]. Starting materials: N1=CC(=CC=C1)N1C(=CC=2C1=NC=CC2)C(=O)OCC (ethyl 1-(3-pyridyl)-1H-pyrrolo[2,3-b]pyridine-2-carboxylate), NC=1C=CC2=C(N=C(S2)C)C1 (5-amino-2-methylbenzothiazole). Product: CC=1SC2=C(N1)C=C(C=C2)NC(=O)C2=CC=1C(=NC=CC1)N2C=2C=NC=CC2 (N-(2-methylbenzothiazol-5-yl)-1-(3-pyridyl)-1H-pyrrolo[2,3-b]pyridine-2-carboxamide). RXN SMILES: [N:1]1[CH:6]=[CH:5][CH:4]=[C:3]([N:7]2[C:11]3=[N:12][CH:13]=[CH:14][CH:15]=[C:10]3[CH:9]=[C:8]2[C:16]([O:18]CC)=O)[CH:2]=1.[NH2:21][C:22]1[CH:23]=[CH:24][C:25]2[S:29][C:28]([CH3:30])=[N:27][C:26]=2[CH:31]=1>>[CH3:30][C:28]1[S:29][C:25]2[CH:24]=[CH:23][C:22]([NH:21][C:16]([C:8]3[N:7]([C:3]4[CH:2]=[N:1][CH:6]=[CH:5][CH:4]=4)[C:11]4=[N:12][CH:13]=[CH:14][CH:15]=[C:10]4[CH:9]=3)=[O:18])=[CH:31][C:26]=2[N:27]=1. Reported procedure: This compound was prepared according to the experimental protocol described in Example 6.2, starting with ethyl 1-(3-pyridyl)-1H-pyrrolo[2,3-b]pyridine-2-carboxylate obtained according to the protocol described in step 7.1 and 5-amino-2-methylbenzothiazole. A yellow solid is obtained. Reported procedure: To a solution of 29.76 g (0.132 mol) of cis and trans 2-benzoyloxymethyl-5-hydroxy-1,3-oxathiolane (as prepared in Example 1) in dichloromethane (65 mL) and pyridine (32 mL) was added dropwise 28.1 mL (0.395 mol) of acetyl chloride at 0-5° C. over 1.5 to 2 hours. The reaction mixture was stirred at 0-5° C. for 30 minutes then it was poured carefully onto a cold (0° C.) solution of saturated sodium bicarbonate. The organic layer was separated and the water layer was extracted with dichloromethane... Reaction SMILES: [C:1]([O:9][CH2:10][C@H:11]1[S:15][CH2:14][C@H:13]([OH:16])[O:12]1)(=[O:8])[C:2]1[CH:7]=[CH:6][CH:5]=[CH:4][CH:3]=1.[C:17](Cl)(=[O:19])[CH3:18].C(=O)(O)[O-].[Na+]>ClCCl.N1C=CC=CC=1>[C:1]([O:9][CH2:10][C@H:11]1[S:15][CH2:14][C@H:13]([O:16][C:17](=[O:19])[CH3:18])[O:12]1)(=[O:8])[C:2]1[CH:7]=[CH:6][CH:5]=[CH:4][CH:3]=1 |f:2.3|. Product: C(C1=CC=CC=C1)(=O)OC[C@@H]1O[C@H](CS1)OC(C)=O (TRANS 2-BENZOYLOXYMETHYL-5-ACETOXY-1,3-OXATHIOLANE). Run in ClCCl (dichloromethane), N1=CC=CC=C1 (pyridine). Run at temperature 2.5 celsius, time 30 minute. The reactants are C(C1=CC=CC=C1)(=O)OC[C@@H]1O[C@H](CS1)O (TRANS 2-BENZOYLOXYMETHYL-5-HYDROXY-1,3-OXATHIOLANE), C(C)(=O)Cl (acetyl chloride), C([O-])(O)=O.[Na+] (sodium bicarbonate). Reactants: Cl (HCl), solution, C(C)(=O)NC(C)C=1C=C(SC1S(=O)(=O)CC)S(=O)(=O)N (4-(1-acetamidoethyl)-5-ethylsulfonylthiophene-2-sulfonamide). Run in C1CCOC1 (THF), O1CCCC1 (tetrahydrofuran), C(C)(=O)OCC (ethyl acetate). Product: C(C)NC(C)C=1C=C(SC1S(=O)(=O)CC)S(=O)(=O)N (4-[1-(Ethylamino)ethyl]-5-ethylsulfonylthiophene-2-sulfonamide). As a reaction SMILES: [C:1]([NH:4][CH:5]([C:7]1[CH:8]=[C:9]([S:17]([NH2:20])(=[O:19])=[O:18])[S:10][C:11]=1[S:12]([CH2:15][CH3:16])(=[O:14])=[O:13])[CH3:6])(=O)[CH3:2].Cl>O1CCCC1.C(OCC)(=O)C>[CH2:1]([NH:4][CH:5]([C:7]1[CH:8]=[C:9]([S:17]([NH2:20])(=[O:19])=[O:18])[S:10][C:11]=1[S:12]([CH2:15][CH3:16])(=[O:14])=[O:13])[CH3:6])[CH3:2]. Procedure: To a stirred, refluxing suspension of 4-(1-acetamidoethyl)-5-ethylsulfonylthiophene-2-sulfonamide (2.61 g, 0.0077 mol) in dry tetrahydrofuran under nitrogen atmosphere was added dropwise over 1/2 hour a solution of dimethylsulfide borane complex (2.3 ml of a 10 M solution, 0.023 mol) in dry THF (10 ml). The cloudy solution which formed was stirred at reflux for 11/2 hours. The mixture was cooled in ice and acidified by the dropwise addition of 6N HCl (10 ml), and concentrated in vacuo at room te... Reactants: ClC1=CC=C(C=C1)C=1C2=C(C3=C(CN1)ON=C3C)C=CC(=N2)NC (6-(4-chlorophenyl)-N,1-dimethyl-4H-isoxazolo[5,4-c]pyrido[3,2-e]azepin-8-amine), ClC1=CC=C(C=C1)C=1C2=C(C3=C(CN1)ON=C3C)C=CC(=N2)NC (6-(4-chlorophenyl)-N,1-dimethyl-4H-isoxazolo[5,4-c]pyrido[3,2-e]azepin-8-amine), N1CCCC1 (pyrrolidine). Product: ClC1=CC=C(C=C1)C=1C2=C(C3=C(CN1)ON=C3C)C=CC(=N2)N2CCCC2 (6-(4-Chlorophenyl)-1-methyl-8-(pyrrolidin-1-yl)-4H-isoxazolo[5,4-c]pyrido[3,2-e]azepine). As a reaction SMILES: [Cl:1][C:2]1[CH:7]=[CH:6][C:5]([C:8]2[C:9]3[N:22]=[C:21]([NH:23][CH3:24])[CH:20]=[CH:19][C:10]=3[C:11]3[C:17]([CH3:18])=[N:16][O:15][C:12]=3[CH2:13][N:14]=2)=[CH:4][CH:3]=1.N1C[CH2:28][CH2:27][CH2:26]1>>[Cl:1][C:2]1[CH:7]=[CH:6][C:5]([C:8]2[C:9]3[N:22]=[C:21]([N:23]4[CH2:28][CH2:27][CH2:26][CH2:24]4)[CH:20]=[CH:19][C:10]=3[C:11]3[C:17]([CH3:18])=[N:16][O:15][C:12]=3[CH2:13][N:14]=2)=[CH:4][CH:3]=1. Reported procedure: A procedure similar to 6-(4-chlorophenyl)-N,1-dimethyl-4H-isoxazolo[5,4-c]pyrido[3,2-e]azepin-8-amine (Compound 241) was followed, except that pyrrolidine was used instead of methylamine (33% in EtOH). LC/MS m/z 379 [M+H]+; 1H NMR (400 MHz, DMSO-d6) δ 7.92 (d, J=8.93 Hz, 1H), 7.43 (td, J=2.20, 8.70 Hz, 2H), 7.36 (td, J=2.20, 8.70 Hz, 2H), 6.79 (d, J=8.93 Hz, 1H), 4.62 (br. s, 2H), 3.30-3.25 (m, 4H), 2.47 (s, 3H), 1.96-1.83 (m, 4H). Starting materials: dihydro-ADDP, N(=NC(=O)N1CCCCC1)C(=O)N1CCCCC1 (1.1′-(azodicarbonyl)dipiperidine), COCCO (2-methoxyethanol), C(CCC)P(CCCC)CCCC (tri-n-butylphosphine), OC=1C=NC2=CC=C(C=C2C1)CC(=O)OC(C)(C)C (tert-butyl 2-(3-hydroxyquinolin-6-yl)acetate), COCO (methoxymethanol). Run in CCCCCC (Hexane), C1=CC=CC=C1 (benzene). Conditions: temperature 0 celsius, time 10 minute. Yields the product COCCOC=1C=NC2=CC=C(C=C2C1)CC(=O)OC(C)(C)C (tert-butyl 2-(3-(2-methoxyethoxy)quinolin-6-yl)acetate). Reaction SMILES: [OH:1][C:2]1[CH:3]=[N:4][C:5]2[C:10]([CH:11]=1)=[CH:9][C:8]([CH2:12][C:13]([O:15][C:16]([CH3:19])([CH3:18])[CH3:17])=[O:14])=[CH:7][CH:6]=2.[CH3:20][O:21][CH2:22][CH2:23]O.C(P(CCCC)CCCC)CCC.N(C(N1CCCCC1)=O)=NC(N1CCCCC1)=O.COCO>C1C=CC=CC=1.CCCCCC>[CH3:20][O:21][CH2:22][CH2:23][O:1][C:2]1[CH:3]=[N:4][C:5]2[C:10]([CH:11]=1)=[CH:9][C:8]([CH2:12][C:13]([O:15][C:16]([CH3:19])([CH3:18])[CH3:17])=[O:14])=[CH:7][CH:6]=2. Reported procedure: To a suspension of tert-butyl 2-(3-hydroxyquinolin-6-yl)acetate (0.1 g, 0.4 mmol) in benzene (5 mL) was added 2-methoxyethanol (0.09 ml, 1 mmol) and tri-n-butylphosphine (0.1 ml, 0.6 mmol). The resulting mixture was cooled to 0° C. followed by adding 1.1′-(azodicarbonyl)dipiperidine (0.1 g, 0.6 mmol). After 10 min, ice bath was removed; the reaction mixture was warmed up to rt. After 2 h, TLC showed there still existed 50% starting material. More methoxymethanol (2 eq, 0.06 mL) was added. The re...